Task: describe an organic reaction: reactants, conditions, products, and yield. Dataset: the Open Reaction Database (ORD), a public repository of structured organic reaction records The reactants are O=C([O-])[O-], C1COCCO1, CC1(C)OB(c2ccc3c(c2)NC(=O)C32CCCC2)OC1(C)C, Cc1ccc2c(NC3CC3)noc2c1I, [Cs+], [Cs+]. The product is Cc1ccc2c(NC3CC3)noc2c1-c1ccc2c(c1)NC(=O)C21CCCC1. RXN SMILES: [C:39](=[O:40])([O-:41])[O-:42].[CH2:45]1[O:46][CH2:47][CH2:48][O:49][CH2:50]1.[CH3:1][C:2]1([CH3:3])[C:4]([CH3:5])([CH3:6])[O:7][B:8]([c:9]2[cH:10][cH:11][c:12]3[c:13]([cH:14]2)[NH:15][C:16](=[O:22])[C:17]32[CH2:18][CH2:19][CH2:20][CH2:21]2)[O:23]1.[CH:24]1([NH:27][c:28]2[n:29][o:30][c:31]3[c:32]2[cH:33][cH:34][c:35]([CH3:38])[c:36]3[I:37])[CH2:25][CH2:26]1.[Cs+:43].[Cs+:44]>>[c:9]1(-[c:36]2[c:31]3[o:30][n:29][c:28]([NH:27][CH:24]4[CH2:25][CH2:26]4)[c:32]3[cH:33][cH:34][c:35]2[CH3:38])[cH:10][cH:11][c:12]2[c:13]([cH:14]1)[NH:15][C:16](=[O:22])[C:17]21[CH2:18][CH2:19][CH2:20][CH2:21]1. The reactants are [H-].[Na+] (sodium hydride), Cl(=O)(=O)(=O)[O-] (perchlorate), CN(C)CCCCl (dimethylaminopropylchloride), CN1C2=C(NC(C=3C1=CSC3)=O)C=CC=N2 (5,10-dihydro-10-methyl-6H-pyrido[3,2-b]thieno[3,4-e] [1,4]diazepin-6-one). Run in O (water), CN(C=O)C (dimethylformamide). Reaction conditions: time 18 hour. Yields the product CN(CCCN1C2=C(N(C=3C(C1=O)=CSC3)C)N=CC=C2)C (5,10-Dihydro-5-(3-dimethylaminopropyl)-10-methyl-6H-pyrido[3,2-b]thieno[3,4-e] [1,4]diazepin-6-one). As a reaction SMILES: [H-].[Na+].[CH3:3][N:4]([CH2:6][CH2:7][CH2:8]Cl)[CH3:5].[CH3:10][N:11]1[C:17]2=[CH:18][S:19][CH:20]=[C:16]2[C:15](=[O:21])[NH:14][C:13]2[CH:22]=[CH:23][CH:24]=[N:25][C:12]1=2.Cl([O-])(=O)(=O)=O>O.CN(C)C=O>[CH3:3][N:4]([CH3:5])[CH2:6][CH2:7][CH2:8][N:14]1[C:15](=[O:21])[C:16]2=[CH:20][S:19][CH:18]=[C:17]2[N:11]([CH3:10])[C:12]2[N:25]=[CH:24][CH:23]=[CH:22][C:13]1=2 |f:0.1|. Procedure details: A mixture of 0.69 g. of 55% sodium hydride-mineral oil dispersion and 0.9 ml. of dimethylaminopropylchloride in 30 ml. of dry dimethylformamide is stirred at room temperature for 0.5 hours. To the mixture is added 0.70 g. of 5,10-dihydro-10-methyl-6H-pyrido[3,2-b]thieno[3,4-e] [1,4]diazepin-6-one and stirring is continued for 18 hours. The reaction mixture is cooled, quenched with water and extracted with chloroform. The dried chloroform extracts are concentrated to an amber oil, which is purifi... Starting materials: COCCCNC(=O)N1CCc2cc(C(=O)NOC3CCCCO3)ccc2C1, CO, Cl. Yields the product COCCCNC(=O)N1CCc2cc(C(=O)NO)ccc2C1. RXN SMILES: [CH3:1][O:2][CH2:3][CH2:4][CH2:5][NH:6][C:7](=[O:8])[N:9]1[CH2:10][c:11]2[cH:12][cH:13][c:14]([C:19](=[O:20])[NH:21][O:22][CH:23]3[CH2:24][CH2:25][CH2:26][CH2:27][O:28]3)[cH:15][c:16]2[CH2:17][CH2:18]1.[CH3:30][OH:31].[ClH:29]>>[CH3:1][O:2][CH2:3][CH2:4][CH2:5][NH:6][C:7](=[O:8])[N:9]1[CH2:10][c:11]2[cH:12][cH:13][c:14]([C:19](=[O:20])[NH:21][OH:22])[cH:15][c:16]2[CH2:17][CH2:18]1. Reported procedure: To a solution of 4-(6-chlorobenzo[d]thiazol-2-ylamino)-N′-(3-chloropyrazin-2-yl)benzohydrazide (63B) (6.17 g, 14.31 mmol) in a mixed solvent of CCl4 (60 mL), THF (80 mL) and CH2Cl2 (120 mL) cooled to 0° C. under argon was added DIPEA (18.49 g, 143 mmol), followed by dropwise addition of triethylphosphine (8.45 g, 71.5 mmol). After addition, the reaction mixture was stirred at 0° C. for 1 h, and then quenched by addition of water (100 mL). The precipitate was isolated by filtration and air dried ... The reactants are ClC1=CC2=C(N=C(S2)NC2=CC=C(C(=O)NNC3=NC=CN=C3Cl)C=C2)C=C1 (4-(6-chlorobenzo[d]thiazol-2-ylamino)-N′-(3-chloropyrazin-2-yl)benzohydrazide), C(Cl)(Cl)(Cl)Cl (CCl4), C(C)P(CC)CC (triethylphosphine), CCN(C(C)C)C(C)C (DIPEA). Isolated yield 66.3%. Reaction SMILES: [Cl:1][C:2]1[CH:28]=[CH:27][C:5]2[N:6]=[C:7]([NH:9][C:10]3[CH:26]=[CH:25][C:13]([C:14]([NH:16][NH:17][C:18]4[C:23]([Cl:24])=[N:22][CH:21]=[CH:20][N:19]=4)=O)=[CH:12][CH:11]=3)[S:8][C:4]=2[CH:3]=1.C(Cl)(Cl)(Cl)Cl.CCN(C(C)C)C(C)C.C(P(CC)CC)C>C(Cl)Cl.C1COCC1>[Cl:1][C:2]1[CH:28]=[CH:27][C:5]2[N:6]=[C:7]([NH:9][C:10]3[CH:26]=[CH:25][C:13]([C:14]4[N:19]5[CH:20]=[CH:21][N:22]=[C:23]([Cl:24])[C:18]5=[N:17][N:16]=4)=[CH:12][CH:11]=3)[S:8][C:4]=2[CH:3]=1. The solvent is C(Cl)Cl (CH2Cl2), C1CCOC1 (THF). Reaction conditions: temperature 0 celsius, time 1 hour. Yields the product ClC1=CC2=C(N=C(S2)NC2=CC=C(C=C2)C2=NN=C3N2C=CN=C3Cl)C=C1 (6-Chloro-N-(4-(8-chloro-[1,2,4]triazolo[4,3-a]pyrazin-3-yl)phenyl)benzo[d]thiazol-2-amine). The reactants are Cl.CNC (dimethylamine hydrochloride), [Na] (sodium), NC1=NC(=CC(=N1)Cl)CCl (2-amino-4-chloro-6-chloromethylpyrimidine). The solvent is CO (methanol), CO (methanol). The product is NC1=NC(=CC(=N1)CCl)N(C)C (2-amino-4-chloromethyl-6-dimethylaminopyrimidine). Reaction SMILES: Cl.[CH3:2][NH:3][CH3:4].[Na].[NH2:6][C:7]1[N:12]=[C:11](Cl)[CH:10]=[C:9]([CH2:14][Cl:15])[N:8]=1>CO>[NH2:6][C:7]1[N:8]=[C:9]([CH2:14][Cl:15])[CH:10]=[C:11]([N:3]([CH3:4])[CH3:2])[N:12]=1 |f:0.1,^1:4|. Procedure: 8.1 Parts of dimethylamine hydrochloride was added to a solution of 2.3 parts of sodium in 20 parts of methanol. The resulting mixture was added dropwise with stirring over about 10 minutes to a solution of 9.9 parts of 2-amino-4-chloro-6-chloromethylpyrimidine in 50 parts of methanol. The reaction was monitored by TLC and when reaction was complete the solvent was evaporated and the residue stirred with about 20 parts of water. The solid obtained was filtered and dried. The product was purified... The reactants are C(C)(=O)N[C@@H](CC1=CC=C(C=C1)O)C(=O)N[C@@H](C(C)C)C(=O)O (N-Acetyl-tyrosinyl-valine), COC([C@H]1NCC(C1)OC1=CC=CC=C1)=O (4-phenoxyproline methyl ester), C(C)(C)N(CC)C(C)C (diisopropylethylamine), C=1C=CC2=C(C1)N=NN2O (HOBT), C(CCl)Cl (EDC), C(C)(=O)OCC (ethyl acetate). The solvent is CN(C=O)C (dimethylformamide), ClCCl (dichloromethane). Run at time 18 hour. Product: C(C)(=O)N[C@@H](CC1=CC=C(C=C1)O)C(=O)N[C@@H](C(C)C)C(=O)N1[C@H](C(=O)NC(CC(=O)O)C=O)CC(C1)OC1=CC=CC=C1 (N-(N-Acetyl-tyrosinyl-valinyl-(4-phenoxyprolinyl))-3-amino-4-oxobutanoic acid). RXN SMILES: [C:1]([NH:4][C@H:5]([C:14]([NH:16][C@H:17]([C:21]([OH:23])=O)[CH:18]([CH3:20])[CH3:19])=[O:15])[CH2:6][C:7]1[CH:12]=[CH:11][C:10]([OH:13])=[CH:9][CH:8]=1)(=[O:3])[CH3:2].CO[C:26](=[O:39])[C@@H:27]1[CH2:31][CH:30]([O:32][C:33]2[CH:38]=[CH:37][CH:36]=[CH:35][CH:34]=2)[CH2:29][NH:28]1.C([N:43]([CH:46]([CH3:48])[CH3:47])CC)(C)C.C1C=CC2N([OH:58])N=NC=2C=1.C(Cl)CCl.[C:63]([O:66]CC)(=[O:65])C>CN(C)C=O.ClCCl>[C:1]([NH:4][C@H:5]([C:14]([NH:16][C@H:17]([C:21]([N:28]1[CH2:29][CH:30]([O:32][C:33]2[CH:34]=[CH:35][CH:36]=[CH:37][CH:38]=2)[CH2:31][C@H:27]1[C:26]([NH:43][CH:46]([CH:47]=[O:58])[CH2:48][C:63]([OH:66])=[O:65])=[O:39])=[O:23])[CH:18]([CH3:19])[CH3:20])=[O:15])[CH2:6][C:7]1[CH:8]=[CH:9][C:10]([OH:13])=[CH:11][CH:12]=1)(=[O:3])[CH3:2]. Procedure: N-Acetyl-tyrosinyl-valine (0.524 g, 1.63 mmol) and 4-phenoxyproline methyl ester (0.381 g, 1.48 mmol) were dissolved in 4 ml each of dimethylformamide and dichloromethane and cooled to 0° C. To the cooled solution was added diisopropylethylamine (258 ul, 1.86 mmol), HOBT (0.24 g, 1.78 mmol), and EDC (0.37 g, 1.92 mmol) and the reaction was stirred for 18 hrs. The mixture was diluted with 400 ml of ethyl acetate and washed with water, 10% sodium hydrogen sulfate, 10% sodium bicarbonate, and water... Starting materials: FC1=C(C=CC=C1)C1=NCC(NC2=C1C=C(C=C2)[N+](=O)[O-])=O (5-(2-fluorophenyl)-7-nitro-3H-1,4-benzodiazepin-2(1H)-one), COC=1C=CC(=CC1)P2(=S)SP(=S)(S2)C=3C=CC(=CC3)OC (Lawesson reagent), C(O)([O-])=O.[Na+] (sodium hydrogen carbonate), O (water). Run in CN(P(N(C)C)(N(C)C)=O)C (hexamethylphosphoric acid triamide). Reaction conditions: temperature 105 celsius, time 70 minute. Product: FC1=C(C=CC=C1)C1=NCC(NC2=C1C=C(C=C2)[N+](=O)[O-])=S (5-(2-fluorophenyl)-7-nitro-3H-1,4-benzodiazepine-2(1H)-thione). Isolated yield 183.2%. As a reaction SMILES: [F:1][C:2]1[CH:7]=[CH:6][CH:5]=[CH:4][C:3]=1[C:8]1[C:14]2[CH:15]=[C:16]([N+:19]([O-:21])=[O:20])[CH:17]=[CH:18][C:13]=2[NH:12][C:11](=O)[CH2:10][N:9]=1.COC1C=CC(P2(SP(C3C=CC(OC)=CC=3)(=S)S2)=[S:32])=CC=1.C(=O)([O-])O.[Na+].O>CN(C)P(=O)(N(C)C)N(C)C>[F:1][C:2]1[CH:7]=[CH:6][CH:5]=[CH:4][C:3]=1[C:8]1[C:14]2[CH:15]=[C:16]([N+:19]([O-:21])=[O:20])[CH:17]=[CH:18][C:13]=2[NH:12][C:11](=[S:32])[CH2:10][N:9]=1 |f:2.3|. Reported procedure: A solution of 20.0 g of 5-(2-fluorophenyl)-7-nitro-3H-1,4-benzodiazepin-2(1H)-one (G. M. Clarke, J. B. Lee, F. J. Swinbourne & B. Williamson, J. Chem. Res. Synop. 1980, 400) in 100 ml of hexamethylphosphoric acid triamide was treated with 14 g of Lawesson reagent and the mixture was stirred at 105° C. for 70 min. The reaction mixture was poured into 800 ml of saturated aqueous sodium hydrogen carbonate solution and 800 ml of water. After stirring at room temperature for 15 min. the precipitate w...